describe an organic reaction: reactants, conditions, products, and yield From a dataset of the Open Reaction Database (ORD), a public repository of structured organic reaction records. Starting materials: NC1=CC=C(C=C1)C[C@@H](NS(=O)(=O)C1=CC2=CC=CC=C2C=C1)C(=O)O (3-(p-aminophenyl)-N-(2-naphthylsulfonyl)-D-alanine), C(C)(=O)OC(C)=O (acetic anhydride), N1=CC=CC=C1 (pyridine), O (water), Cl (HCl). Run at time 20 hour. Yields the product Cl.C1=C(C=CC2=CC=CC=C12)S(=O)(=O)NC(C(=O)N)CC1=CC=CC=C1 (α-(2-naphthylsulfonamido)hydrocinnamamide hydrochloride). As a reaction SMILES: N[C:2]1[CH:7]=[CH:6][C:5]([CH2:8][C@H:9]([C:24](O)=[O:25])[NH:10][S:11]([C:14]2[CH:23]=[CH:22][C:21]3[C:16](=[CH:17][CH:18]=[CH:19][CH:20]=3)[CH:15]=2)(=[O:13])=[O:12])=[CH:4][CH:3]=1.C(OC(=O)C)(=O)C.O.[ClH:35].[N:36]1C=CC=CC=1>>[ClH:35].[CH:15]1[C:16]2[C:21](=[CH:20][CH:19]=[CH:18][CH:17]=2)[CH:22]=[CH:23][C:14]=1[S:11]([NH:10][CH:9]([CH2:8][C:5]1[CH:6]=[CH:7][CH:2]=[CH:3][CH:4]=1)[C:24]([NH2:36])=[O:25])(=[O:12])=[O:13] |f:5.6|. Procedure details: A solution. of.0.7 g of 3-(p-aminophenyl)-N-(2-naphthylsulfonyl)-D-alanine (Example 35a) in 5 ml of pyridine is treated with 1 ml of acetic anhydride and left to stand at room temperature for 20 hours. After the addition of water and conc. HCl (ice-cooling) the separated product is filtered off under suction, dissolved in ethyl acetate, washed with water, dried and evaporated. The product is dissolved in 20 ml of methanolic 1N NaOH and left to stand. The solution is evaporated, the residue is di... Starting materials: CC(C)(C)O, CC=C(C)C, CCOC(=O)c1c(C=O)ccc(OC)c1OC, [O-][Cl+][O-], [Na+], [Na+], C1CCOC1, O, O=P([O-])(O)O. Yields the product CCOC(=O)c1c(C(=O)O)ccc(OC)c1OC. As a reaction SMILES: [C:33]([OH:34])([CH3:35])([CH3:36])[CH3:37].[CH3:24][C:25](=[CH:26][CH3:27])[CH3:28].[CH:1](=[O:2])[c:3]1[cH:4][cH:5][c:6]([O:16][CH3:17])[c:7]([O:14][CH3:15])[c:8]1[C:9](=[O:10])[O:11][CH2:12][CH3:13].[Cl+:29]([O-:30])[O-:31].[Na+:23].[Na+:32].[O:38]1[CH2:39][CH2:40][CH2:41][CH2:42]1.[OH2:43].[P:18](=[O:19])([O-:20])([OH:21])[OH:22]>>[C:1](=[O:2])([c:3]1[cH:4][cH:5][c:6]([O:16][CH3:17])[c:7]([O:14][CH3:15])[c:8]1[C:9](=[O:10])[O:11][CH2:12][CH3:13])[OH:19]. Starting materials: CN1C(=NC2=CC=CC(=C2C1=O)C)S (3,5-dimethyl-2-mercapto-4(3H)-quinazolinone), BrCC1=CC=C(C(=O)C2=CC=C(C=C2)CBr)C=C1 (4,4'-bis (bromomethyl)benzophenone), SC=1SCCN1 (2-mercaptothiazoline), [OH-].[Na+].O (sodium hydroxide water). Run in CN(C)C=O (DMF). Yields the product CN1C(=NC2=CC=CC(=C2C1=O)C)SCC1=CC=C(C=C1)C(C1=CC=C(C=C1)CSC1SCCN1)=O (3,5-Dimethyl-2-[4-[4-[(thiazolidin-2-yl)thiomethyl]benzoyl]benzylthio]-4(3H)-quinazolinone). Isolated yield 19.3%. RXN SMILES: [CH3:1][N:2]1[C:11](=[O:12])[C:10]2[C:5](=[CH:6][CH:7]=[CH:8][C:9]=2[CH3:13])[N:4]=[C:3]1[SH:14].Br[CH2:16][C:17]1[CH:32]=[CH:31][C:20]([C:21]([C:23]2[CH:28]=[CH:27][C:26]([CH2:29]Br)=[CH:25][CH:24]=2)=[O:22])=[CH:19][CH:18]=1.[SH:33][C:34]1[S:35][CH2:36][CH2:37][N:38]=1.[OH-].[Na+].O>CN(C=O)C>[CH3:1][N:2]1[C:11](=[O:12])[C:10]2[C:5](=[CH:6][CH:7]=[CH:8][C:9]=2[CH3:13])[N:4]=[C:3]1[S:14][CH2:16][C:17]1[CH:32]=[CH:31][C:20]([C:21](=[O:22])[C:23]2[CH:28]=[CH:27][C:26]([CH2:29][S:33][CH:34]3[NH:38][CH2:37][CH2:36][S:35]3)=[CH:25][CH:24]=2)=[CH:19][CH:18]=1 |f:3.4.5|. Procedure details: A solution of 3,5-dimethyl-2-mercapto-4(3H)-quinazolinone (1.03 g), 4,4'-bis (bromomethyl)benzophenone (1.75 g), 2-mercaptothiazoline (600 mg), and 1N-sodium hydroxide/water (11 ml) in DMF (20 ml) was stirred at room temperature for 30 minutes. This reaction mixture was concentrated and the residue was dissolved in ethyl acetate, washed with water, dried, and concentrated. The residue was purified by silica gel column chromatography (hexane: ethyl acetate: chloroform=3:1:1) and crystallized from... The reactants are N([C@@H](CC(C)C)C(=O)O)C(=O)OC(C)(C)C (BocLeuOH), N[C@H](CCSC)C(=O)N (HDMetNH2), anhydride, ClC(=O)OCC(C)C (isobutyl chloroformate). Product: N([C@@H](CC(C)C)C(=O)N[C@H](CCSC)C(=O)N)C(=O)OC(C)(C)C (BocLeu-DMetNH2). Yield: 70.0%. As a reaction SMILES: [NH:1]([C:10]([O:12][C:13]([CH3:16])([CH3:15])[CH3:14])=[O:11])[C@H:2]([C:7]([OH:9])=O)[CH2:3][CH:4]([CH3:6])[CH3:5].[NH2:17][C@@H:18]([C:23]([NH2:25])=[O:24])[CH2:19][CH2:20][S:21][CH3:22].ClC(OCC(C)C)=O>>[NH:1]([C:10]([O:12][C:13]([CH3:16])([CH3:15])[CH3:14])=[O:11])[C@H:2]([C:7]([NH:17][C@@H:18]([C:23]([NH2:25])=[O:24])[CH2:19][CH2:20][S:21][CH3:22])=[O:9])[CH2:3][CH:4]([CH3:5])[CH3:6]. Procedure details: Condensation of BocLeuOH (3.49 g.) and HDMetNH2 (2.0 g.) by the mixed anhydride method using isobutyl chloroformate gave BocLeu-DMetNH2 in 70% yield. De-t-butoxycarbonylation of BocLeu-DMetNH2 (2.74 g.) using hydrogen chloride in ethyl acetate gave HLeu-DMetNH2 in 91% yield. Condensation of BocGlyOSu (2.66 g.) and HLeu-DMetNH2 (1.95 g.) by the active ester method gave BocGly-Leu-DMetNH2 in 92% yield. De-t-butoxycarbonylation of BocGly-Leu-DMetNH2 (2.30 g.) using hydrogen chloride in acetic acid ... Reactants: C1CCOC1, CO, CCO, CCc1cc(C=Cc2nc3ccccc3o2)c(=O)[nH]c1C. The product is CCc1cc(CCc2nc3ccccc3o2)c(=O)[nH]c1C. As a reaction SMILES: [CH2:27]1[O:28][CH2:29][CH2:30][CH2:31]1.[CH3:22][OH:23].[CH3:24][CH2:25][OH:26].[o:1]1[c:2]([CH:10]=[CH:11][c:12]2[c:13](=[O:21])[nH:14][c:15]([CH3:20])[c:16]([CH2:18][CH3:19])[cH:17]2)[n:3][c:4]2[c:5]1[cH:6][cH:7][cH:8][cH:9]2>>[o:1]1[c:2]([CH2:10][CH2:11][c:12]2[c:13](=[O:21])[nH:14][c:15]([CH3:20])[c:16]([CH2:18][CH3:19])[cH:17]2)[n:3][c:4]2[c:5]1[cH:6][cH:7][cH:8][cH:9]2. Starting materials: FC=1C=C2C=CC(=NC2=CC1)COC1=CC2=C(OCC3=C(C2O)C=CC=C3)C=C1 (2-(6-Fluoroquinolin-2-yl)methoxy-11-hydroxy-6,11-dihydrodibenz[b,e]oxepine), SCCC(=O)O (3-mercaptopropionic acid). The product is C(=O)(O)CCSC1C2=C(OCC3=C1C=CC=C3)C=CC(=C2)OCC2=NC3=CC=C(C=C3C=C2)F (11-(2-Carboxyethylthio)-2-(6-fluoroquinolin-2-yl)methoxy-6,11-dihydrodibenz[b,e]oxepine). Reaction SMILES: [F:1][C:2]1[CH:3]=[C:4]2[C:9](=[CH:10][CH:11]=1)[N:8]=[C:7]([CH2:12][O:13][C:14]1[CH:29]=[CH:28][C:17]3[O:18][CH2:19][C:20]4[CH:27]=[CH:26][CH:25]=[CH:24][C:21]=4[CH:22](O)[C:16]=3[CH:15]=1)[CH:6]=[CH:5]2.[SH:30][CH2:31][CH2:32][C:33]([OH:35])=[O:34]>>[C:33]([CH2:32][CH2:31][S:30][CH:22]1[C:21]2[CH:24]=[CH:25][CH:26]=[CH:27][C:20]=2[CH2:19][O:18][C:17]2[CH:28]=[CH:29][C:14]([O:13][CH2:12][C:7]3[CH:6]=[CH:5][C:4]4[C:9](=[CH:10][CH:11]=[C:2]([F:1])[CH:3]=4)[N:8]=3)=[CH:15][C:16]1=2)([OH:35])=[O:34]. Procedure details: 2-(6-Fluoroquinolin-2-yl)methoxy-11-hydroxy-6,11-dihydrodibenz[b,e]oxepine and 3-mercaptopropionic acid were used and reacted in the same manner as in Example 1 to obtain the title compound. The reactants are Cl (Hydrogen chloride), N1N=C(C=C1)C1=C(CNC(OC(C)(C)C)=O)C=CC=C1 (tert-butyl 2-(1H-pyrazol-3-yl)benzylcarbamate). Run in C(C)(=O)OCC (ethyl acetate). Reaction conditions: time 40 minute. The product is Cl.N1N=C(C=C1)C1=C(CN)C=CC=C1 (2-(1H-pyrazol-3-yl)-benzylamine hydrochloride salt). Reaction SMILES: [ClH:1].[NH:2]1[CH:6]=[CH:5][C:4]([C:7]2[CH:21]=[CH:20][CH:19]=[CH:18][C:8]=2[CH2:9][NH:10]C(=O)OC(C)(C)C)=[N:3]1>C(OCC)(=O)C>[ClH:1].[NH:2]1[CH:6]=[CH:5][C:4]([C:7]2[CH:21]=[CH:20][CH:19]=[CH:18][C:8]=2[CH2:9][NH2:10])=[N:3]1 |f:3.4|. Procedure details: Hydrogen chloride gas was bubbled through a 0° C. solution of tert-butyl 2-(1H-pyrazol-3-yl)benzylcarbamate (60 mg, 0.220 mmol) in ethyl acetate (5 ml) for 2 min and stirred for 40 min. A precipitate formed, and the suspension was concentrated in vacuo to give 2-(1H-pyrazol-3-yl)-benzylamine hydrochloride salt; MS (ES+) M+1 174.1 for C10H11N3.